From a dataset of the Open Reaction Database (ORD), a public repository of structured organic reaction records. describe an organic reaction: reactants, conditions, products, and yield Starting materials: C(C)OC(C(OC1=CC=C(C=C1)Cl)Br)=O (α-bromo-α-(4-chlorophenoxy)-acetic acid ethyl ester), Na 4-nitrophenolate, C(=O)([O-])[O-].[K+].[K+] (K2CO3), ClC1=CC=C(OC(C(=O)O)OC2=CC=C(C=C2)[N+](=O)[O-])C=C1 ((4-chlorophenoxy)-(4-nitrophenoxy)-acetic acid), BrCCCCCBr (1,5-dibromopentane), C(C)OC(C(OC1=CC=C(C=C1)N)OC1=CC=C(C=C1)Cl)=O ((4-chlorophenoxy)-(4-aminophenoxy)-acetic acid ethyl ester), ethyl ester. Solvent: C(CCC)O (n-butanol). Yields the product ethyl ester, ClC1=CC=C(OC(C(=O)O)OC2=CC=C(C=C2)NCCCCCBr)C=C1 ((4-chlorophenoxy)-[4-(5-bromopentylamino)-phenoxy]-acetic acid). RXN SMILES: Br[CH2:2][CH2:3][CH2:4][CH2:5][CH2:6][Br:7].C([O:10][C:11](=[O:29])[CH:12]([O:21][C:22]1[CH:27]=[CH:26][C:25]([Cl:28])=[CH:24][CH:23]=1)[O:13][C:14]1[CH:19]=[CH:18][C:17]([NH2:20])=[CH:16][CH:15]=1)C.C(OC(=O)C(Br)OC1C=CC(Cl)=CC=1)C.ClC1C=CC(OC(OC2C=CC([N+]([O-])=O)=CC=2)C(O)=O)=CC=1.C([O-])([O-])=O.[K+].[K+]>C(O)CCC>[Cl:28][C:25]1[CH:26]=[CH:27][C:22]([O:21][CH:12]([O:13][C:14]2[CH:19]=[CH:18][C:17]([NH:20][CH2:2][CH2:3][CH2:4][CH2:5][CH2:6][Br:7])=[CH:16][CH:15]=2)[C:11]([OH:29])=[O:10])=[CH:23][CH:24]=1 |f:4.5.6|. Procedure: 2.3 g. of 1,5-dibromopentane, 3.2 g. of (4-chlorophenoxy)-(4-aminophenoxy)-acetic acid ethyl ester [obtainable by reacting Na-4-nitrophenolate with α-bromo-α-(4-chlorophenoxy)-acetic acid ethyl ester to obain the ethyl ester of (4-chlorophenoxy)-(4-nitrophenoxy)-acetic acid and subsequent hydrogenation], and 1.4 g. of K2CO3 are refluxed for 12 hours in 40 ml. of n-butanol. As an intermediate compound, the ethyl ester of (4-chlorophenoxy)-[4-(5-bromopentylamino)-phenoxy]-acetic acid is produced. ... The reactants are ClS(=O)(=O)O (Chlorosulfonic acid), ClC1=CC=C(C=C1)CC (1-chloro-4-ethylbenzene), ice. Reaction conditions: temperature 0 celsius, time 45 minute. Yields the product ClC1=C(C=C(C=C1)CC)S(=O)(=O)Cl (2-chloro-5-ethylbenzenesulfonyl chloride). Isolated yield 22.9%. Reaction SMILES: [Cl:1][S:2]([OH:5])(=O)=[O:3].[Cl:6][C:7]1[CH:12]=[CH:11][C:10]([CH2:13][CH3:14])=[CH:9][CH:8]=1>>[Cl:6][C:7]1[CH:12]=[CH:11][C:10]([CH2:13][CH3:14])=[CH:9][C:8]=1[S:2]([Cl:1])(=[O:5])=[O:3]. Procedure: Chlorosulfonic acid (4.0 mL, 59 mmol) was cooled to 0° C. and 1-chloro-4-ethylbenzene (1.0 mL, 7.5 mmol) was added dropwise over 30 min. The reaction mixture was stirred for 45 min at 0° C., poured with stirring onto 125 mL of crushed ice, and then extracted with ethyl acetate (2×100 mL). The ethyl acetate layers were combined, washed with water (100 mL), and dried over magnesium sulfate. The ethyl acetate was concentrated under reduced pressure to obtain an oil determined to be approximately a ... Starting materials: C1(CCCCC1)C(O)C=1C(=NN(C1)C1=NC=C(C=C1)C(F)(F)F)C(C)C (cyclohexyl{3-(1-methylethyl)-1-[5-(trifluoromethyl)pyridin-2-yl]-1H-pyrazol-4-yl}methanol), NC1=CC=C(C=C1)C(=O)NCCC(=O)OCC (ethyl 3-{[(4-aminophenyl)carbonyl]amino}propanoate). Yields the product C1(CCCCC1)C(C=1C(=NN(C1)C1=NC=C(C=C1)C(F)(F)F)C(C)C)NC1=CC=C(C=C1)C(=O)NCCC(=O)O (3-[({4-[(cyclohexyl{3-(1-methylethyl)-1-[5-(trifluoromethyl)pyridin-2-yl]-1H-pyrazol-4-yl}methyl)amino]phenyl}carbonyl)amino]propanoic acid). Yield: 14.6%. As a reaction SMILES: [CH:1]1([CH:7]([C:9]2[C:10]([CH:24]([CH3:26])[CH3:25])=[N:11][N:12]([C:14]3[CH:19]=[CH:18][C:17]([C:20]([F:23])([F:22])[F:21])=[CH:16][N:15]=3)[CH:13]=2)O)[CH2:6][CH2:5][CH2:4][CH2:3][CH2:2]1.[NH2:27][C:28]1[CH:33]=[CH:32][C:31]([C:34]([NH:36][CH2:37][CH2:38][C:39]([O:41]CC)=[O:40])=[O:35])=[CH:30][CH:29]=1>>[CH:1]1([CH:7]([NH:27][C:28]2[CH:29]=[CH:30][C:31]([C:34]([NH:36][CH2:37][CH2:38][C:39]([OH:41])=[O:40])=[O:35])=[CH:32][CH:33]=2)[C:9]2[C:10]([CH:24]([CH3:26])[CH3:25])=[N:11][N:12]([C:14]3[CH:19]=[CH:18][C:17]([C:20]([F:23])([F:22])[F:21])=[CH:16][N:15]=3)[CH:13]=2)[CH2:6][CH2:5][CH2:4][CH2:3][CH2:2]1. Procedure: Using cyclohexyl{3-(1-methylethyl)-1-[5-(trifluoromethyl)pyridin-2-yl]-1H-pyrazol-4-yl}methanol (0.50 g) synthesized above and ethyl 3-{[(4-aminophenyl)carbonyl]amino}propanoate (0.32 g) synthesized in Example 1(2) and in the same manner as in Example 1(7), the title object compound (0.11 g, 14%) was obtained as a pale-yellow solid. Reactants: C(C)(C)N1S(CC(C=C1C)=O)(=O)=O (2-isopropyl-3-methyl-1,2-thiazin-5(6H)-one 1,1-dioxide), N (ammonia). Solvent: CO (methanol). Yields the product NC(=CC(CS(=O)(=O)NC(C)C)=O)C (4-amino-N-isopropyl-2-oxo-3-pentenesulfonamide). As a reaction SMILES: [CH:1]([N:4]1[C:9]([CH3:10])=[CH:8][C:7](=[O:11])[CH2:6][S:5]1(=[O:13])=[O:12])([CH3:3])[CH3:2].[NH3:14]>CO>[NH2:14][C:9]([CH3:10])=[CH:8][C:7](=[O:11])[CH2:6][S:5]([NH:4][CH:1]([CH3:3])[CH3:2])(=[O:13])=[O:12]. Procedure: A suspension of 10 g of 2-isopropyl-3-methyl-1,2-thiazin-5(6H)-one 1,1-dioxide in 100 ml of methanol was reacted with ammonia in accordance with the procedure described in Example 1. The solution obtained was concentrated to dryness under reduced pressure and the solid residue was recrystallized from isopropanol. There were obtained 10.1 g of 4-amino-N-isopropyl-2-oxo-3-pentenesulfonamide in the form of colorless crystals, m.p. 119°-121°. As a reaction SMILES: C(O[C:6]([NH:8][CH2:9][CH:10]1[CH2:14][CH2:13][N:12]([CH2:15][CH2:16][CH2:17][NH2:18])[CH2:11]1)=[O:7])(C)(C)C.[C:19](Cl)(=[O:26])[C:20]1[CH:25]=[CH:24][CH:23]=[CH:22][CH:21]=1.[NH2:28][C:29]1[C:37]([Cl:38])=[CH:36][C:32](C(O)=O)=[C:31]([O:39][CH3:40])[CH:30]=1>>[NH2:28][C:29]1[C:37]([Cl:38])=[CH:36][C:32]([C:6]([NH:8][CH2:9][CH:10]2[CH2:14][CH2:13][N:12]([CH2:15][CH2:16][CH2:17][NH:18][C:19](=[O:26])[C:20]3[CH:25]=[CH:24][CH:23]=[CH:22][CH:21]=3)[CH2:11]2)=[O:7])=[C:31]([O:39][CH3:40])[CH:30]=1. Starting materials: C(C)(C)(C)OC(=O)NCC1CN(CC1)CCCN (3-(3-tert-Butoxycarbonylaminomethylpyrrolidin-1-yl)propylamine), C(C1=CC=CC=C1)(=O)Cl (benzoyl chloride), NC1=CC(=C(C(=O)O)C=C1Cl)OC (4-amino-5-chloro-2-methoxybenzoic acid). Product: NC1=CC(=C(C(=O)NCC2CN(CC2)CCCNC(C2=CC=CC=C2)=O)C=C1Cl)OC (4-amino-N-(1-(3-benzoylaminopropyl)pyrrolidin-3-ylmethyl)-5-chloro-2-methoxybenzamide). Procedure details: 3-(3-tert-Butoxycarbonylaminomethylpyrrolidin-1-yl)propylamine (1.1 g) as starting compound was reacted and treated in the same manner as in Example 1 using benzoyl chloride (0.50 ml) and 4-amino-5-chloro-2-methoxybenzoic acid (0.15 g) to give 4-amino-N-(1-(3-benzoylaminopropyl)pyrrolidin-3-ylmethyl)-5-chloro-2-methoxybenzamide.